This data is from the Open Reaction Database (ORD), a public repository of structured organic reaction records. The task is: describe an organic reaction: reactants, conditions, products, and yield Starting materials: C1CCC2=NCCCN2CC1 (DBU), C1(CC1)S(=O)(=O)N (cyclopropanesulfonamide), COC1=CC=C2C(=NC(=NC2=C1C)C1=CC=C(C=C1)OC)OC1CC2C(N(CCCCC=CC3CC3(NC(C2C1)=O)C(=O)O)C)=O (17-[7-Methoxy-2-(4-methoxy-phenyl)-8-methyl-quinazolin-4-yloxy]-13-methyl-2,14-dioxo-3,13-diaza-tricyclo[13.3.0.0*4,6*]octadec-7-ene-4-carboxylic acid), C(=O)(N1C=NC=C1)N1C=NC=C1 (carbonyldiimidazole). The solvent is C1CCOC1 (THF), C(C)(=O)OCC (ethyl acetate). Reaction conditions: temperature 60 celsius. Yields the product COC1=CC=C2C(=NC(=NC2=C1C)C1=CC=C(C=C1)OC)OC1CC2C(N(CCCCC=CC3CC3(NC(C2C1)=O)C(=O)NS(=O)(=O)C1CC1)C)=O (Cyclopropanesulfonic acid {17-[7-methoxy-2-(4-methoxy-phenyl)-8-methyl-quinazolin-4-yloxy]-13-methyl-2,14-dioxo-3,13-diaza-tricyclo[13.3.0.0*4,6*]octadec-7-ene-4-carbonyl}-amide). As a reaction SMILES: [CH3:1][O:2][C:3]1[C:12]([CH3:13])=[C:11]2[C:6]([C:7]([O:22][CH:23]3[CH2:40][CH:39]4[CH:25]([C:26](=[O:46])[N:27]([CH3:45])[CH2:28][CH2:29][CH2:30][CH2:31][CH:32]=[CH:33][CH:34]5[C:36]([C:42](O)=[O:43])([NH:37][C:38]4=[O:41])[CH2:35]5)[CH2:24]3)=[N:8][C:9]([C:14]3[CH:19]=[CH:18][C:17]([O:20][CH3:21])=[CH:16][CH:15]=3)=[N:10]2)=[CH:5][CH:4]=1.C(N1C=CN=C1)(N1C=CN=C1)=O.C1CCN2C(=NCCC2)CC1.[CH:70]1([S:73]([NH2:76])(=[O:75])=[O:74])[CH2:72][CH2:71]1>C1COCC1.C(OCC)(=O)C>[CH3:1][O:2][C:3]1[C:12]([CH3:13])=[C:11]2[C:6]([C:7]([O:22][CH:23]3[CH2:40][CH:39]4[CH:25]([C:26](=[O:46])[N:27]([CH3:45])[CH2:28][CH2:29][CH2:30][CH2:31][CH:32]=[CH:33][CH:34]5[C:36]([C:42]([NH:76][S:73]([CH:70]6[CH2:72][CH2:71]6)(=[O:75])=[O:74])=[O:43])([NH:37][C:38]4=[O:41])[CH2:35]5)[CH2:24]3)=[N:8][C:9]([C:14]3[CH:15]=[CH:16][C:17]([O:20][CH3:21])=[CH:18][CH:19]=3)=[N:10]2)=[CH:5][CH:4]=1. Reported procedure: The acid 137 (130 mg, 0.207 mmol) and N,N,-carbonyldiimidazole (43 mg, 0.26 mmol) in THF (7 mL) were heated to reflux for 2 hours. DBU (29 μl), and cyclopropanesulfonamide, prepared as described in WO03/053349, (28 mg, 0.23 mmol) was then added and the mixture was stirred at 60° C. over-night. The reaction mixture was diluted with ethyl acetate (25 mL) and washed with 0.5 M citric acid. Purification by HPLC gave 30 mg of the title compound. MS (M+H)+ 732. Starting materials: product, ClC=1C=C2C(C=C(C(C2=CC1)=O)O)=O (6- chloro-2-hydroxy-1,4-naphthoquinone), C([O-])(O)=O.[Na+] (sodium bicarbonate), OO (hydrogen peroxide). The solvent is O (water). Yields the product ClC=1C=C2C(C(=C(C(C2=CC1)=O)O)O)=O (6-chloro-2,3-dihydroxy-1,4-naphthoquinone). Reaction SMILES: [Cl:1][C:2]1[CH:3]=[C:4]2[C:9](=[CH:10][CH:11]=1)[C:8](=[O:12])[C:7]([OH:13])=[CH:6][C:5]2=[O:14].C(=O)(O)[O-:16].[Na+].OO>O>[Cl:1][C:2]1[CH:3]=[C:4]2[C:9](=[CH:10][CH:11]=1)[C:8](=[O:12])[C:7]([OH:13])=[C:6]([OH:16])[C:5]2=[O:14] |f:1.2|. Reported procedure: A solution of 1.2 gm 6- chloro-2-hydroxy-1,4-naphthoquinone (or 7-chloro or mixture thereof) and 0.48 g sodium bicarbonate in 58 ml of water is cooled to 5° C. and 2.3 ml of 30% hydrogen peroxide is added in one portion. The mixture is then stirred at 22° C. for 16 hours where the red crystalline product (0.24 g) is removed by filtration and crystallized from water:methanol (2:1) giving the 6-chloro-2,3-dihydroxy-1,4-naphthoquinone, m.p. 228°-229° C. The reactants are CC1=CC(=C(C=C1)NC1=CC=CC=C1)[N+](=O)[O-] ((4-methyl-2-nitrophenyl)phenylamine). The reagents and catalysts are [Pd] (Pd/C). Run in CCOC(=O)C (EtOAc). Conditions: time 5 hour. Yields the product CC=1C=C(C(=CC1)NC1=CC=CC=C1)N (4-Methyl-N1-phenylbenzene-1,2-diamine). Yield: 96.3%. As a reaction SMILES: [CH3:1][C:2]1[CH:7]=[CH:6][C:5]([NH:8][C:9]2[CH:14]=[CH:13][CH:12]=[CH:11][CH:10]=2)=[C:4]([N+:15]([O-])=O)[CH:3]=1>CCOC(C)=O.[Pd]>[CH3:1][C:2]1[CH:3]=[C:4]([NH2:15])[C:5]([NH:8][C:9]2[CH:14]=[CH:13][CH:12]=[CH:11][CH:10]=2)=[CH:6][CH:7]=1. Reported procedure: A mixture of (4-methyl-2-nitrophenyl)phenylamine (1.41 g, 6.18 mmol) and 10% Pd/C (140 mg) in EtOAc (30 mL) was degassed with a stream of nitrogen and stirred at RT under a hydrogen atmosphere for 5 h. The suspension was then filtered through a PTFE frit and the filtrate was concentrated in vacuo affording 4-Methyl-N1-phenylbenzene-1,2-diamine as an off-white solid (1.18 g, 96%). LCMS: RT 3.08 min [M+H]+ 199.1. RXN SMILES: [CH3:18][C:19](=[O:20])[OH:21].[CH3:5][O:6][CH2:7][CH2:8][CH2:9][CH2:10][C:11]([CH2:12][C:13](=[O:14])[O:15][CH3:16])=[O:17].[N:1](=[O:2])[O-:3].[Na+:4].[OH2:22]>>[N:1]([OH:3])=[C:12]([C:11]([CH2:10][CH2:9][CH2:8][CH2:7][O:6][CH3:5])=[O:17])[C:13](=[O:14])[O:15][CH3:16]. Product: COCCCCC(=O)C(=NO)C(=O)OC. Starting materials: CC(=O)O, COCCCCC(=O)CC(=O)OC, O=N[O-], [Na+], O. Starting materials: C(C1=CC=CC=C1)N1CC(C=C(C1)O)=O (1-benzyl-3-oxo-5-hydroxy-1,2,3,6-tetrahydropyridine), [OH-].[NH4+] (ammonium hydroxide), FC(C1=C(C=O)C=CC=C1)(F)F (o-trifluoromethylbenzaldehyde), C(CC(=O)C)(=O)OCCN(C)CC1=CC=CC=C1 (2-(N-benzyl-N-methylamino)ethyl acetoacetate). Run in C(C)(C)O (isopropanol). Yields the product CC=1NC=2CN(CC(C2C(C1C(=O)OCCN(C)CC1=CC=CC=C1)C1=C(C=CC=C1)C(F)(F)F)=O)CC1=CC=CC=C1 (1,4,5,6,7,8-Hexahydro-2-methyl-5-oxo-7-phenylmethyl-4-[2-(trifluoromethyl)phenyl]-1,7-naphthyridine-3-carboxylic acid, 2-(N-benzyl-N-methylamino)ethyl ester). As a reaction SMILES: [CH2:1]([N:8]1[CH2:13][C:12](O)=[CH:11][C:10](=[O:15])[CH2:9]1)[C:2]1[CH:7]=[CH:6][CH:5]=[CH:4][CH:3]=1.[F:16][C:17]([F:27])([F:26])[C:18]1[CH:25]=[CH:24][CH:23]=[CH:22][C:19]=1[CH:20]=O.[C:28]([O:34][CH2:35][CH2:36][N:37]([CH2:39][C:40]1[CH:45]=[CH:44][CH:43]=[CH:42][CH:41]=1)[CH3:38])(=[O:33])[CH2:29][C:30]([CH3:32])=O.[OH-].[NH4+:47]>C(O)(C)C>[CH3:32][C:30]1[NH:47][C:12]2[CH2:13][N:8]([CH2:1][C:2]3[CH:3]=[CH:4][CH:5]=[CH:6][CH:7]=3)[CH2:9][C:10](=[O:15])[C:11]=2[CH:20]([C:19]2[CH:22]=[CH:23][CH:24]=[CH:25][C:18]=2[C:17]([F:27])([F:26])[F:16])[C:29]=1[C:28]([O:34][CH2:35][CH2:36][N:37]([CH2:39][C:40]1[CH:45]=[CH:44][CH:43]=[CH:42][CH:41]=1)[CH3:38])=[O:33] |f:3.4|. Reported procedure: A mixture of 15.2 g. of 1-benzyl-3-oxo-5-hydroxy-1,2,3,6-tetrahydropyridine, 13.1 g. of o-trifluoromethylbenzaldehyde, 18.7 g. of 2-(N-benzyl-N-methylamino)ethyl acetoacetate, 6 ml. of 28% ammonium hydroxide and 200 ml. of isopropanol was heated at reflux for 3 hours. The solution was evaporated to dryness. The residue was dissolved in 100 ml. of methylenechloride and extracted with 150 ml. of 15% hydrochloric acid. The acid extract was cooled and made basic with saturated sodium carbonate solut... Reactants: C(C1=CC=CC=C1)NC1=NC2=C(N1CC)C=CC(=C2)N(C)C2=NC(=NC=C2)Cl (N2-Benzyl-N5-(2-chloro-pyrimidin-4-yl)-1-ethyl-N5-methyl-1H-benzoimidazole-2,5-diamine), CNS(=O)(=O)CCC1=CC=C(C=C1)N (2-(4-amino-phenyl)-ethanesulfonic acid methylamide). Yields the product Cl.CNS(=O)(=O)CCC1=CC=C(C=C1)NC1=NC=CC(=N1)N(C)C1=CC2=C(N(C(=N2)NCC2=CC=CC=C2)CC)C=C1 (2-(4-{4-[(2-Benzylamino-1-ethyl-1H-benzoimidazol-5-yl)-methyl-amino]-pyrimidin-2-ylamino}-phenyl)-ethanesulfonic acid methylamide hydrochloride). RXN SMILES: [CH2:1]([NH:8][C:9]1[N:13]([CH2:14][CH3:15])[C:12]2[CH:16]=[CH:17][C:18]([N:20]([C:22]3[CH:27]=[CH:26][N:25]=[C:24]([Cl:28])[N:23]=3)[CH3:21])=[CH:19][C:11]=2[N:10]=1)[C:2]1[CH:7]=[CH:6][CH:5]=[CH:4][CH:3]=1.[CH3:29][NH:30][S:31]([CH2:34][CH2:35][C:36]1[CH:41]=[CH:40][C:39]([NH2:42])=[CH:38][CH:37]=1)(=[O:33])=[O:32]>>[ClH:28].[CH3:29][NH:30][S:31]([CH2:34][CH2:35][C:36]1[CH:37]=[CH:38][C:39]([NH:42][C:24]2[N:23]=[C:22]([N:20]([C:18]3[CH:17]=[CH:16][C:12]4[N:13]([CH2:14][CH3:15])[C:9]([NH:8][CH2:1][C:2]5[CH:7]=[CH:6][CH:5]=[CH:4][CH:3]=5)=[N:10][C:11]=4[CH:19]=3)[CH3:21])[CH:27]=[CH:26][N:25]=2)=[CH:40][CH:41]=1)(=[O:32])=[O:33] |f:2.3|. Reported procedure: The title compound was prepared following the procedure of example two with N2-Benzyl-N5-(2-chloro-pyrimidin-4-yl)-1-ethyl-N5-methyl-1H-benzoimidazole-2,5-diamine (98 mg, 0.25 mmol) and 2-(4-amino-phenyl)-ethanesulfonic acid methylamide (54 mg, 0.25 mmol) as a white solid (74 mg, 49%). 1H NMR (300 MHz, d6-DMSO+NaHCO3) δ 9.04 (s, 1H), 7.75 (d, J=6.0 Hz, 1H), 7.69 (d, J=8.4 Hz, 2H), 7.23-7.42 (m, 7H), 7.07-7.12 (m, 3H), 6.94 (q, J=5.1 Hz, 1H), 6.83 (dd, J=8.4 and 2.1 Hz, 1H), 5.63 (d, J=5.7 Hz, 1H...